Dataset: the Open Reaction Database (ORD), a public repository of structured organic reaction records. Task: describe an organic reaction: reactants, conditions, products, and yield The reactants are Cc1ccc(-c2ccccc2C(=O)NNC(N)=O)cc1, O=P(Cl)(Cl)Cl, c1ccccc1. The product is Cc1ccc(-c2ccccc2C2NNC(=O)N2)cc1. RXN SMILES: [CH3:1][c:2]1[cH:3][cH:4][c:5](-[c:8]2[c:9]([C:10](=[O:11])[NH:12][NH:13][C:14](=[O:15])[NH2:16])[cH:17][cH:18][cH:19][cH:20]2)[cH:6][cH:7]1.[P:21]([Cl:22])([Cl:23])([Cl:24])=[O:25].[cH:26]1[cH:27][cH:28][cH:29][cH:30][cH:31]1>>[CH3:1][c:2]1[cH:3][cH:4][c:5](-[c:8]2[c:9]([CH:10]3[NH:12][NH:13][C:14](=[O:15])[NH:16]3)[cH:17][cH:18][cH:19][cH:20]2)[cH:6][cH:7]1. Starting materials: CCc1cnc(N2CCN(C(=O)c3ccc(Br)cc3N3CCCS3(=O)=O)CC2)c(C)c1, CC1CNC(=O)O1. Yields the product CCc1cnc(N2CCN(C(=O)c3ccc(N4CC(C)OC4=O)cc3N3CCCS3(=O)=O)CC2)c(C)c1. As a reaction SMILES: [Br:1][c:2]1[cH:3][c:4]([N:25]2[S:26](=[O:30])(=[O:31])[CH2:27][CH2:28][CH2:29]2)[c:5]([C:8](=[O:9])[N:10]2[CH2:11][CH2:12][N:13]([c:16]3[n:17][cH:18][c:19]([CH2:23][CH3:24])[cH:20][c:21]3[CH3:22])[CH2:14][CH2:15]2)[cH:6][cH:7]1.[CH3:32][CH:33]1[CH2:34][NH:35][C:36](=[O:38])[O:37]1>>[c:2]1([N:35]2[CH2:34][CH:33]([CH3:32])[O:37][C:36]2=[O:38])[cH:3][c:4]([N:25]2[S:26](=[O:30])(=[O:31])[CH2:27][CH2:28][CH2:29]2)[c:5]([C:8](=[O:9])[N:10]2[CH2:11][CH2:12][N:13]([c:16]3[n:17][cH:18][c:19]([CH2:23][CH3:24])[cH:20][c:21]3[CH3:22])[CH2:14][CH2:15]2)[cH:6][cH:7]1. The reactants are C(=O)(OCC)C1=C(SC(=C1C1=CC=CC=C1)C)NC(=O)NCCCl (N-(3-carboethoxy-5-methyl-4-phenylthien-2-yl)-N'-(chloroethyl)urea), COC1=C(C=CC=C1)N1CCNCC1 (1-(2-methoxyphenyl)piperazine), C(C)(C)N(CC)C(C)C (diisopropylethylamine). Solvent: C(C)#N (acetonitrile). The product is C(=O)(OCC)C1=C(SC(=C1C1=CC=CC=C1)C)NC(=O)NCCN1CCN(CC1)C1=C(C=CC=C1)OC (N-(3-carboethoxy-5-methyl-4-phenylthien-2-yl)-N'-[2-[4-(2-methoxyphenyl)piperazin-1-yl]ethyl]-urea). The yield is 63.4%. Reaction SMILES: [C:1]([C:6]1[C:10]([C:11]2[CH:16]=[CH:15][CH:14]=[CH:13][CH:12]=2)=[C:9]([CH3:17])[S:8][C:7]=1[NH:18][C:19]([NH:21][CH2:22][CH2:23]Cl)=[O:20])([O:3][CH2:4][CH3:5])=[O:2].[CH3:25][O:26][C:27]1[CH:32]=[CH:31][CH:30]=[CH:29][C:28]=1[N:33]1[CH2:38][CH2:37][NH:36][CH2:35][CH2:34]1.C(N(C(C)C)CC)(C)C>C(#N)C>[C:1]([C:6]1[C:10]([C:11]2[CH:16]=[CH:15][CH:14]=[CH:13][CH:12]=2)=[C:9]([CH3:17])[S:8][C:7]=1[NH:18][C:19]([NH:21][CH2:22][CH2:23][N:36]1[CH2:35][CH2:34][N:33]([C:28]2[CH:29]=[CH:30][CH:31]=[CH:32][C:27]=2[O:26][CH3:25])[CH2:38][CH2:37]1)=[O:20])([O:3][CH2:4][CH3:5])=[O:2]. Procedure details: A solution of Example 2A (0.60 g, 1.6 mmol), 1-(2-methoxyphenyl)piperazine (0.84 g, 6.5 mmol) and diisopropylethylamine (0.35 mL) in acetonitrile (25 mL) was processed as in Example 1B. Purification of the crude product on silica gel with 2% triethylamine 50% ethyl acetate/hexane provided 0.53 g of the title compound. The reactants are CN(C)C=O, O=C(Cl)C(=O)Cl, ClCCl, O=C(O)c1ccc(F)cc1C(F)(F)F. Product: O=C(Cl)c1ccc(F)cc1C(F)(F)F. As a reaction SMILES: [CH3:15][N:16]([CH3:17])[CH:18]=[O:19].[Cl:20][C:21]([C:22]([Cl:23])=[O:24])=[O:25].[Cl:26][CH2:27][Cl:28].[F:1][C:2]([c:3]1[c:4]([C:5](=[O:6])[OH:7])[cH:8][cH:9][c:10]([F:12])[cH:11]1)([F:13])[F:14]>>[F:1][C:2]([c:3]1[c:4]([C:5](=[O:6])[Cl:20])[cH:8][cH:9][c:10]([F:12])[cH:11]1)([F:13])[F:14].